From a dataset of the Open Reaction Database (ORD), a public repository of structured organic reaction records. describe an organic reaction: reactants, conditions, products, and yield Reactants: N1(CCNCC1)CCCOC1=C2CCC(NC2=CC=C1)=O (5-(3-piperazinylpropoxy)-3,4-dihydrocarbostyril), C(C1=CC=CC=C1)(=O)Cl (benzoyl chloride). Run in N1=CC=CC=C1 (pyridine). Conditions: time 3 hour. Yields the product Cl.C(C1=CC=CC=C1)(=O)N1CCN(CC1)CCCOC1=C2CCC(NC2=CC=C1)=O (5-[3-(4-benzoylpiperazinyl)propoxy]-3,4-dihydrocarbostyril hydrochloride). As a reaction SMILES: [N:1]1([CH2:7][CH2:8][CH2:9][O:10][C:11]2[CH:20]=[CH:19][CH:18]=[C:17]3[C:12]=2[CH2:13][CH2:14][C:15](=[O:21])[NH:16]3)[CH2:6][CH2:5][NH:4][CH2:3][CH2:2]1.[C:22]([Cl:30])(=[O:29])[C:23]1[CH:28]=[CH:27][CH:26]=[CH:25][CH:24]=1>N1C=CC=CC=1>[ClH:30].[C:22]([N:4]1[CH2:5][CH2:6][N:1]([CH2:7][CH2:8][CH2:9][O:10][C:11]2[CH:20]=[CH:19][CH:18]=[C:17]3[C:12]=2[CH2:13][CH2:14][C:15](=[O:21])[NH:16]3)[CH2:2][CH2:3]1)(=[O:29])[C:23]1[CH:28]=[CH:27][CH:26]=[CH:25][CH:24]=1 |f:3.4|. Reported procedure: 2.0 Grams of 5-(3-piperazinylpropoxy)-3,4-dihydrocarbostyril and 1.5 g of benzoyl chloride are mixed with 20 ml of pyridine and stirred at 50°-60° C. for 3 hours. The reaction mixture is concentrated under reduced pressure to dryness. The residue is converted into a hydrochloric acid-salt thereof, then recrystallized from methanol to obtain 5-[3-(4-benzoylpiperazinyl)propoxy]-3,4-dihydrocarbostyril hydrochloride in the form of colorless plate-like crystals with a melting point of 240° C. (decomp... As a reaction SMILES: [Cl:1][C:2]1[CH:3]=[C:4]([CH:7]=[CH:8][CH:9]=1)[CH2:5][NH2:6].[N:10]([C:13]1[CH:22]=[CH:21][CH:20]=[C:19]2[C:14]=1[CH:15]=[C:16]([CH3:23])[N:17]=[CH:18]2)=[C:11]=[O:12]>CCOCC>[Cl:1][C:2]1[CH:3]=[C:4]([CH:7]=[CH:8][CH:9]=1)[CH2:5][NH:6][C:11]([NH:10][C:13]1[CH:22]=[CH:21][CH:20]=[C:19]2[C:14]=1[CH:15]=[C:16]([CH3:23])[N:17]=[CH:18]2)=[O:12]. The solvent is CCOCC (ether). Procedure: 3-chlorobenzylamine (141 mg, 1.0 mmol) in ether (20 mL) was treated with an ethereal solution of 5-isocyanato-3-methylisoquinoline. The precipitate that formed was collected by filtration, washed with diethyl ether, and air-dried to provide the title compound. 1H NMR (300 MHz, DMSO-d6) δ 9.18 (s, 1H), 8.69 (s, 1H), 8.20 (d, 1H, J=7.8 Hz), 7.75 (s, 1H), 7.70 (d, 1H, J=8.2 Hz), 7.51 (t, 1H, J=7.8 Hz), 7.31-7.43 (m, 4H), 7.10 (m, 1H), 4.38 (d, 2H, J=5.7 Hz), 2.65 (s, 3H); MS (ESI+) m/z 326/328 (M+H... The reactants are ClC=1C=C(CN)C=CC1 (3-chlorobenzylamine), N(=C=O)C1=C2C=C(N=CC2=CC=C1)C (5-isocyanato-3-methylisoquinoline). Product: ClC=1C=C(CNC(=O)NC2=C3C=C(N=CC3=CC=C2)C)C=CC1 (N-(3-chlorobenzyl)-N′-(3-methyl-5-isoquinolinyl)urea). Starting materials: FC1=CC=C(C=C1)C=1C=2N(C=CC1)N=C(N2)N (8-(4-Fluoro-phenyl)-[1,2,4]triazolo[1,5-a]pyridin-2-ylamine), Cl (HCl). Reagents/catalysts: [Pd] (palladium on charcoal). The solvent is CCO (EtOH). Product: FC1=CC=C(C=C1)C1C=2N(CCC1)N=C(N2)N (8-(4-Fluoro-phenyl)-5,6,7,8-tetrahydro-[1,2,4]triazolo[1,5-a]pyridin-2-ylamine), solid. Yield: 74.0%. RXN SMILES: [F:1][C:2]1[CH:7]=[CH:6][C:5]([C:8]2[C:9]3[N:10]([N:14]=[C:15]([NH2:17])[N:16]=3)[CH:11]=[CH:12][CH:13]=2)=[CH:4][CH:3]=1.Cl>CCO.[Pd]>[F:1][C:2]1[CH:7]=[CH:6][C:5]([CH:8]2[CH2:13][CH2:12][CH2:11][N:10]3[N:14]=[C:15]([NH2:17])[N:16]=[C:9]23)=[CH:4][CH:3]=1. Procedure details: 8-(4-Fluoro-phenyl)-[1,2,4]triazolo[1,5-a]pyridin-2-ylamine (232 mg, 1.02 mmol) in EtOH (10 mL) and aqueous HCl solution (25%, 162 L, 1.12 mmol) was hydrogenated in the presence of palladium on charcoal (10%, 232 mg, 0.22 mmol) at 50 bar and 50° C. for 18 hours. The catalyst was filtered off, washed thoroughly with EtOH and the solvent was removed from the combined filtrates. Saturated aqueous NaHCO3 solution was added to the residue. The aqueous phase was extracted with CH2Cl2, the combined org... Reactants: C1COCCO1, ClCCl, Cl, CC(C)(C)OC(=O)N1CCN(S(=O)(=O)c2ccc(C(F)(F)F)cc2)CC1, O. The product is O=S(=O)(c1ccc(C(F)(F)F)cc1)N1CCNCC1. As a reaction SMILES: [CH2:28]1[O:29][CH2:30][CH2:31][O:32][CH2:33]1.[Cl:35][CH2:36][Cl:37].[ClH:27].[F:1][C:2]([c:3]1[cH:4][cH:5][c:6]([S:9](=[O:10])(=[O:11])[N:12]2[CH2:13][CH2:14][N:15]([C:18]([O:19][C:20]([CH3:21])([CH3:22])[CH3:23])=[O:24])[CH2:16][CH2:17]2)[cH:7][cH:8]1)([F:25])[F:26].[OH2:34]>>[F:1][C:2]([c:3]1[cH:4][cH:5][c:6]([S:9](=[O:10])(=[O:11])[N:12]2[CH2:13][CH2:14][NH:15][CH2:16][CH2:17]2)[cH:7][cH:8]1)([F:25])[F:26]. The reactants are C=CCC(O)c1c(C)noc1-c1ccc(-c2ccc(C3(C(=O)OCC)CC3)cc2)cc1, FC(F)(F)c1cccc(I)c1. Product: CCOC(=O)C1(c2ccc(-c3ccc(-c4onc(C)c4C(O)CC=Cc4cccc(C(F)(F)F)c4)cc3)cc2)CC1. Reaction SMILES: [CH2:1]([CH3:2])[O:3][C:4](=[O:5])[C:6]1([c:9]2[cH:10][cH:11][c:12](-[c:15]3[cH:16][cH:17][c:18](-[c:21]4[c:22]([CH:27]([CH2:28][CH:29]=[CH2:30])[OH:31])[c:23]([CH3:26])[n:24][o:25]4)[cH:19][cH:20]3)[cH:13][cH:14]2)[CH2:7][CH2:8]1.[I:32][c:33]1[cH:34][c:35]([C:39]([F:40])([F:41])[F:42])[cH:36][cH:37][cH:38]1>>[CH2:1]([CH3:2])[O:3][C:4](=[O:5])[C:6]1([c:9]2[cH:10][cH:11][c:12](-[c:15]3[cH:16][cH:17][c:18](-[c:21]4[c:22]([CH:27]([CH2:28][CH:29]=[CH:30][c:33]5[cH:34][c:35]([C:39]([F:40])([F:41])[F:42])[cH:36][cH:37][cH:38]5)[OH:31])[c:23]([CH3:26])[n:24][o:25]4)[cH:19][cH:20]3)[cH:13][cH:14]2)[CH2:7][CH2:8]1. Starting materials: CS(=O)(=O)O, CN(C)C=O, [H-], [Na+], O, CN1CCC(C(=O)c2ncc[nH]2)CC1, OCCc1ccsc1. Product: CN1CCC(C(=O)c2nccn2CCc2ccsc2)CC1. Reaction SMILES: [CH3:17][S:18]([OH:19])(=[O:20])=[O:21].[CH3:31][N:32]([CH3:33])[CH:34]=[O:35].[H-:1].[Na+:2].[OH2:30].[nH:3]1[c:4]([C:8](=[O:9])[CH:10]2[CH2:11][CH2:12][N:13]([CH3:16])[CH2:14][CH2:15]2)[n:5][cH:6][cH:7]1.[s:22]1[cH:23][c:24]([CH2:27][CH2:28][OH:29])[cH:25][cH:26]1>>[n:3]1([CH2:28][CH2:27][c:24]2[cH:23][s:22][cH:26][cH:25]2)[c:4]([C:8](=[O:9])[CH:10]2[CH2:11][CH2:12][N:13]([CH3:16])[CH2:14][CH2:15]2)[n:5][cH:6][cH:7]1. Reaction SMILES: [CH3:27][OH:28].[Cl:1][c:2]1[cH:3][cH:4][c:5]2[c:6]([cH:26]1)[C:7]([c:19]1[c:20]([F:25])[cH:21][cH:22][cH:23][cH:24]1)=[N+:8]([O-:18])[CH2:9][C:10](=[O:17])[N:11]2[CH2:12][CH:13]([CH2:14][OH:15])[OH:16]>>[Cl:1][c:2]1[cH:3][cH:4][c:5]2[c:6]([cH:26]1)[C:7]([c:19]1[c:20]([F:25])[cH:21][cH:22][cH:23][cH:24]1)=[N:8][CH2:9][C:10](=[O:17])[N:11]2[CH2:12][CH:13]([CH2:14][OH:15])[OH:16]. Starting materials: CO, O=C1C[N+]([O-])=C(c2ccccc2F)c2cc(Cl)ccc2N1CC(O)CO. Yields the product O=C1CN=C(c2ccccc2F)c2cc(Cl)ccc2N1CC(O)CO. Starting materials: O[C@H]1C[C@@H]2[C@]3(C=CC(C=C3CC[C@H]2[C@@H]2CC[C@H](C(C)C=O)[C@@]12C)=O)C (12α-hydroxypregna-1,4-dien-3-one-20-carbaldehyde), O[C@@H]1C[C@@H]2[C@]3(C=CC(C=C3CC[C@H]2[C@@H]2CC[C@H](C(C)C=O)[C@@]12C)=O)C (12β-hydroxypregna-1,4-dien-3-one-20-carbaldehyde). Run in C(Cl)(Cl)Cl (chloroform), C(Cl)(Cl)Cl (chloroform). Product: C(C)(=O)[O-].C(C)(=O)O (acetate acetic acid), O[C@@H]1C[C@@H]2[C@]3(C=CC(C=C3CC[C@H]2[C@@H]2CC[C@H](C(C)C=O)[C@@]12C)=O)C (12β-hydroxypregna-1,4-dien-3-one-20-carbaldehyde), O[C@H]1C[C@@H]2[C@]3(C=CC(C=C3CC[C@H]2[C@@H]2CC[C@H](C(C)C=O)[C@@]12C)=O)C (12α-hydroxypregna-1,4-dien-3-one-20-carbaldehyde). Reaction SMILES: [OH:1][C@H:2]1[C@@:22]2([CH3:23])[C@@H:14]([CH2:15][CH2:16][C@@H:17]2[CH:18]([CH:20]=[O:21])[CH3:19])[C@H:13]2[C@@H:4]([C@:5]3([CH3:25])[C:10]([CH2:11][CH2:12]2)=[CH:9][C:8](=[O:24])[CH:7]=[CH:6]3)[CH2:3]1.[OH:26][C@@H:27]1[C@@:47]2([CH3:48])[C@@H:39]([CH2:40][CH2:41][C@@H:42]2[CH:43]([CH:45]=[O:46])[CH3:44])[C@H:38]2[C@@H:29]([C@:30]3([CH3:50])[C:35]([CH2:36][CH2:37]2)=[CH:34][C:33](=[O:49])[CH:32]=[CH:31]3)[CH2:28]1>C(Cl)(Cl)Cl>[C:20]([O-:21])(=[O:26])[CH3:18].[C:45]([OH:46])(=[O:1])[CH3:43].[OH:1][C@H:2]1[C@@:22]2([CH3:23])[C@@H:14]([CH2:15][CH2:16][C@@H:17]2[CH:18]([CH:20]=[O:21])[CH3:19])[C@H:13]2[C@@H:4]([C@:5]3([CH3:25])[C:10]([CH2:11][CH2:12]2)=[CH:9][C:8](=[O:24])[CH:7]=[CH:6]3)[CH2:3]1.[OH:26][C@@H:27]1[C@@:47]2([CH3:48])[C@@H:39]([CH2:40][CH2:41][C@@H:42]2[CH:43]([CH:45]=[O:46])[CH3:44])[C@H:38]2[C@@H:29]([C@:30]3([CH3:50])[C:35]([CH2:36][CH2:37]2)=[CH:34][C:33](=[O:49])[CH:32]=[CH:31]3)[CH2:28]1 |f:3.4|. Procedure: From the product mixture obtained according to the same procedure as mentioned above 12β-hydroxypregna-1,4-dien-3-one-20-carbaldehyde and 12α-hydroxypregna-1,4-dien-3-one-20-carbaldehyde were respectively isolated in the following manner. First, a tubular column, 2.6 cm in inside diameter and 70 cm in length, was packed with a suspension of about100 g of silica gel in about 200 ml of chloroform. Separately, 1.2 g of theabove product mixture was dissolved in about 20 ml of chloroform and insolubl... Reactants: COC=1C=C(CN)C=CC1OC (3,4-dimethoxy-benzylamine), COC(C1=CC=C(C=C1)C=1N=C(C2=C(N1)SC(=C2)[N+](=O)[O-])Cl)=O (4-(4-chloro-6-nitro-thieno-[2,3-d]-pyrimidin-2-yl)-benzoic acid methylester). Yields the product COC(C1=CC=C(C=C1)C=1N=C(C2=C(N1)SC(=C2)[N+](=O)[O-])NCC2=CC(=C(C=C2)OC)OC)=O (4-[4-(3,4-dimethoxybenzylamino)-6-nitro-thieno-[2,3-d]-pyrimidin-2-yl]-benzoic acid methylester). RXN SMILES: [CH3:1][O:2][C:3]1[CH:4]=[C:5]([CH:8]=[CH:9][C:10]=1[O:11][CH3:12])[CH2:6][NH2:7].[CH3:13][O:14][C:15](=[O:35])[C:16]1[CH:21]=[CH:20][C:19]([C:22]2[N:23]=[C:24](Cl)[C:25]3[CH:30]=[C:29]([N+:31]([O-:33])=[O:32])[S:28][C:26]=3[N:27]=2)=[CH:18][CH:17]=1>>[CH3:13][O:14][C:15](=[O:35])[C:16]1[CH:21]=[CH:20][C:19]([C:22]2[N:23]=[C:24]([NH:7][CH2:6][C:5]3[CH:8]=[CH:9][C:10]([O:11][CH3:12])=[C:3]([O:2][CH3:1])[CH:4]=3)[C:25]3[CH:30]=[C:29]([N+:31]([O-:33])=[O:32])[S:28][C:26]=3[N:27]=2)=[CH:18][CH:17]=1. Procedure: The reaction procedure as above wherein 3,4-dimethoxy-benzylamine is reacted with 4-(4-chloro-6-nitro-thieno-[2,3-d]-pyrimidin-2-yl)-benzoic acid methylester yields 4-[4-(3,4-dimethoxybenzylamino)-6-nitro-thieno-[2,3-d]-pyrimidin-2-yl]-benzoic acid methylester. Reactants: C(=O)(N1C=NC=C1)N1C=NC=C1 (1,1′-carbonyldiimidazole), C(N)(=O)N1CCCC=2C=C(C=NC12)C=1C=C(C=NC1)CC(=O)O ([5-(8-carbamoyl-5,6,7,8-tetrahydro-[1,8]naphthyridin-3-yl)-pyridin-3-yl]-acetic acid), Cl.FC1(CCNCC1)F (4,4-Difluoro-piperidine hydrochloride salt), C(C)(C)N(C(C)C)CC (N,N-diisopropylethylamine). Run in CN(C)C=O (DMF), O (H2O). Reaction conditions: time 16 hour. Yields the product FC1(CCN(CC1)C(CC=1C=C(C=NC1)C=1C=C2CCCN(C2=NC1)C(=O)N)=O)F (6-{5-[2-(4,4-Difluoro-piperidin-1-yl)-2-oxo-ethyl]-pyridin-3-yl}-3,4-dihydro-2H-[1,8]naphthyridine-1-carboxylic acid amide). Yield: 63.2%. As a reaction SMILES: [C:1]([N:4]1[C:13]2[N:12]=[CH:11][C:10]([C:14]3[CH:15]=[C:16]([CH2:20][C:21](O)=[O:22])[CH:17]=[N:18][CH:19]=3)=[CH:9][C:8]=2[CH2:7][CH2:6][CH2:5]1)(=[O:3])[NH2:2].C(N1C=CN=C1)(N1C=CN=C1)=O.Cl.[F:37][C:38]1([F:44])[CH2:43][CH2:42][NH:41][CH2:40][CH2:39]1.C(N(CC)C(C)C)(C)C>CN(C=O)C.O>[F:37][C:38]1([F:44])[CH2:43][CH2:42][N:41]([C:21](=[O:22])[CH2:20][C:16]2[CH:15]=[C:14]([C:10]3[CH:9]=[C:8]4[C:13](=[N:12][CH:11]=3)[N:4]([C:1]([NH2:2])=[O:3])[CH2:5][CH2:6][CH2:7]4)[CH:19]=[N:18][CH:17]=2)[CH2:40][CH2:39]1 |f:2.3|. Procedure: To a suspension of [5-(8-carbamoyl-5,6,7,8-tetrahydro-[1,8]naphthyridin-3-yl)-pyridin-3-yl]-acetic acid (25 mg, 0.080 mmol) in DMF (1.5 mL) is added 1,1′-carbonyldiimidazole (14 mg, 0.088 mmol) and the mixture is stirred at room temperature for 16 h. 4,4-Difluoro-piperidine hydrochloride salt (15 mg, 0.096 mmol) and N,N-diisopropylethylamine (0.042 mL, 0.24 mmol) are added and stifling continues for an additional 16 h. H2O is added and the resulting precipitate is collected by filtration to affo...